Dataset: the Open Reaction Database (ORD), a public repository of structured organic reaction records. Task: describe an organic reaction: reactants, conditions, products, and yield The reactants are N1=CC=CC=C1 (pyridine), C(C1=CC=CC=C1)(=O)Cl (benzoyl chloride), C(#N)C=1C(=C(C=C2CCN3C(C12)=CSC3=N)OC)OC (10-cyano-3-imino-8,9-dimethoxy-3,4,5,6-tetrahydro-1,3-thiazolo[4,3-a]isoquinoline). Run in O (water). The product is C(#N)C=1SC(N2C1C1=CC(=C(C=C1CC2)OC)OC)=NC(C2=CC=CC=C2)=O (1-cyano-3-benzoylimino-8,9-dimethoxy-3,4,5,6-tetrahydro-1,3-thiazolo[4,3-a]isoquinoline). RXN SMILES: [N:1]1C=CC=C[CH:2]=1.[C:7](Cl)(=[O:14])[C:8]1[CH:13]=[CH:12][CH:11]=[CH:10][CH:9]=1.C([C:18]1[C:19]([O:34][CH3:35])=[C:20]([O:32][CH3:33])[CH:21]=[C:22]2[C:27]=1[C:26]1=[CH:28][S:29][C:30](=[NH:31])[N:25]1[CH2:24][CH2:23]2)#N>O>[C:2]([C:28]1[S:29][C:30](=[N:31][C:7](=[O:14])[C:8]2[CH:13]=[CH:12][CH:11]=[CH:10][CH:9]=2)[N:25]2[CH2:24][CH2:23][C:22]3[C:27](=[CH:18][C:19]([O:34][CH3:35])=[C:20]([O:32][CH3:33])[CH:21]=3)[C:26]=12)#[N:1]. Procedure details: 5 ml. of pyridine and 0.3 ml. of benzoyl chloride are added to 0.5 g. of 10-cyano-3-imino-8,9-dimethoxy-3,4,5,6-tetrahydro-1,3-thiazolo[4,3-a]isoquinoline, and the mixture is refluxed for 0.5 hours. After cooling, the mixture is diluted with water. 0.6 g. of 1-cyano-3-benzoylimino-8,9-dimethoxy-3,4,5,6-tetrahydro-1,3-thiazolo[4,3-a]isoquinoline is obtained in crystalline state; m.p.: 274°-276° C. (after crystallization from a mixture of dimethylformamide and butanol). Reactants: C(C)N1C=C(C(C2=CC(=C(C(=C12)OC)F)F)=O)C(=O)O (1-ethyl-6,7-difluoro-1,4-dihydro-8-methoxy-4-oxo-3-quinolinecarboxylic acid), N1CCCCC1 (piperidine), COB(OC)OC (trimethoxyborane), C(C)#N (acetonitrile). Solvent: O (water). The product is C(C)N1C=C(C(C2=CC(=C(C(=C12)OC)N1CCCCC1)F)=O)C(=O)O (1-ethyl-6-fluoro-1,4-dihydro-8-methoxy-4-oxo-7-(1-piperidinyl)-3-quinolinecarboxylic acid). The yield is 63.2%. Reaction SMILES: [CH2:1]([N:3]1[C:12]2[C:7](=[CH:8][C:9]([F:16])=[C:10](F)[C:11]=2[O:13][CH3:14])[C:6](=[O:17])[C:5]([C:18]([OH:20])=[O:19])=[CH:4]1)[CH3:2].[NH:21]1[CH2:26][CH2:25][CH2:24][CH2:23][CH2:22]1.COB(OC)OC.C(#N)C>O>[CH2:1]([N:3]1[C:12]2[C:7](=[CH:8][C:9]([F:16])=[C:10]([N:21]3[CH2:26][CH2:25][CH2:24][CH2:23][CH2:22]3)[C:11]=2[O:13][CH3:14])[C:6](=[O:17])[C:5]([C:18]([OH:20])=[O:19])=[CH:4]1)[CH3:2]. Procedure: A mixture of 2.83 g of 1-ethyl-6,7-difluoro-1,4-dihydro-8-methoxy-4-oxo-3-quinolinecarboxylic acid (10 mmol), 1.70 g of piperidine (20 mmol), 1.04 g of trimethoxyborane (10 mmol) and 15 ml of acetonitrile was refluxed with heating for 4.5 hours. The reaction solution was cooled to room temperature, 30 ml of water was added therein, a pH was adjusted to 8 with 6N--HCl, and separated crystals were filtered and dried to obtain 2.20 g of the objective compound. Reactants: S(=O)(Cl)Cl (thionyl chloride), [OH-].[Na+] (sodium hydroxide), S(=O)(Cl)Cl (Thionyl chloride), COC=1C=C2C[C@@H](C2=CC1OC)CN(CCCNC(CC1=C(C=C(C(=C1)OC)OC)CC(=O)O)=O)C ({2-[2-({3-[{[(7S)-3,4-dimethoxybicyclo[4.2.0]octa-1,3,5-trien-7-yl]methyl}(methyl)amino]propyl}amino)-2-oxo-ethyl]-4,5-dimethoxyphenyl}acetic acid). Solvent: ClCCl (dichloromethane), ClCCl (dichloromethane), C1(=CC=CC=C1)C.ClCCl (toluene dichloro-methane). Run at temperature 25 celsius, time 30 minute. Yields the product COC=1C=C2C[C@@H](C2=CC1OC)CN(CCCN1C(CC2=C(CC1=O)C=C(C(=C2)OC)OC)=O)C (3-{3-[{[(7S)-3,4-dimethoxybicyclo[4.2.0]octa-1,3,5-trien-7-yl]methyl}(methyl)amino]-propyl}-7,8-dimethoxy-1H-3-benzazepine-2,4(3H,5H)-dione). Yield: 78.7%. Reaction SMILES: S(Cl)(Cl)=O.[CH3:5][O:6][C:7]1[CH:8]=[C:9]2[C:12](=[CH:13][C:14]=1[O:15][CH3:16])[C@@H:11]([CH2:17][N:18]([CH3:40])[CH2:19][CH2:20][CH2:21][NH:22][C:23](=[O:39])[CH2:24][C:25]1[CH:30]=[C:29]([O:31][CH3:32])[C:28]([O:33][CH3:34])=[CH:27][C:26]=1[CH2:35][C:36](O)=[O:37])[CH2:10]2.[OH-].[Na+]>C1(C)C=CC=CC=1.ClCCl.ClCCl>[CH3:5][O:6][C:7]1[CH:8]=[C:9]2[C:12](=[CH:13][C:14]=1[O:15][CH3:16])[C@@H:11]([CH2:17][N:18]([CH3:40])[CH2:19][CH2:20][CH2:21][N:22]1[C:23](=[O:39])[CH2:24][C:25]3[CH:30]=[C:29]([O:31][CH3:32])[C:28]([O:33][CH3:34])=[CH:27][C:26]=3[CH2:35][C:36]1=[O:37])[CH2:10]2 |f:2.3,4.5|. Procedure: Thionyl chloride (1.68 mmol, 1.68 eq) is added to a suspension of {2-[2-({3-[{[(7S)-3,4-dimethoxybicyclo[4.2.0]octa-1,3,5-trien-7-yl]methyl}(methyl)amino]propyl}amino)-2-oxo-ethyl]-4,5-dimethoxyphenyl}acetic acid (500 mg, 1 mmol) in a mixture of toluene/dichloro-methane (15 ml, 66/33) at 60° C. After remaining in contact for 3 hours 30 minutes, 0.5 mmol of thionyl chloride dissolved in 5 mL of dichloromethane is added (0.5 eq). After remaining in contact for 1 hour 30 minutes, the reaction mixtu... Reactants: BrC1=CC2=C(OC3=C(NC2=O)C=CC=C3)S1 (2-Bromothieno[2,3-b][1,5]benzoxazepin-4(5H)-one), B(OC1=CC=CC=C1)([O-])[O-] (phenyl borate), C(C)(C)OC(C)C (diisopropyl ether), C(C)(=O)OCC (ethyl acetate). The reagents and catalysts are [Pd] (palladium). Run in C([O-])([O-])=O.[Na+].[Na+] (sodium carbonate), C1(=CC=CC=C1)C (toluene), C(C)O (ethanol). Product: C1(=CC=CC=C1)C1=CC2=C(OC3=C(NC2=O)C=CC=C3)S1 (phenylthieno[2,3-b][1,5]benzoxazepin-4(5H)-one). Yield: 83.8%. RXN SMILES: Br[C:2]1[S:16][C:5]2[O:6][C:7]3[CH:15]=[CH:14][CH:13]=[CH:12][C:8]=3[NH:9][C:10](=[O:11])[C:4]=2[CH:3]=1.B([O-])([O-])O[C:19]1[CH:24]=[CH:23][CH:22]=[CH:21][CH:20]=1.C(OC(C)C)(C)C.C(OCC)(=O)C>C(=O)([O-])[O-].[Na+].[Na+].C1(C)C=CC=CC=1.C(O)C.[Pd]>[C:19]1([C:2]2[S:16][C:5]3[O:6][C:7]4[CH:15]=[CH:14][CH:13]=[CH:12][C:8]=4[NH:9][C:10](=[O:11])[C:4]=3[CH:3]=2)[CH:24]=[CH:23][CH:22]=[CH:21][CH:20]=1 |f:4.5.6|. Procedure details: 2-Bromothieno[2,3-b][1,5]benzoxazepin-4(5H)-one (1.0 g) was dissolved in 2M sodium carbonate (8 ml)-toluene (8 ml)-ethanol (8 ml) and phenyl borate (620 mg) and tetrakstriphenylphosphine palladium (390 mg) were added. The mixture was stirred under reflux with heating for 80 minutes. The reaction system was cooled to room temperature and diisopropyl ether and ethyl acetate were added. The precipitated crystals were collected by filtration and the obtained crystals were washed with ethyl acetate a... Starting materials: NC=1C(=NC(=C(N1)N)Cl)C(=O)OC (methyl 3,5-diamino-6-chloropyrazine-2-carboxylate), CNCCN (N-methylethylenediamine). The solvent is O1CCCC1 (tetrahydrofuran). Yields the product NC=1C(=NC(=C(N1)N)Cl)C(=O)NCCNC (3,5-diamino-6-chloro-N-(2-methylaminoethyl)pyrazine-2-carboxamide). Isolated yield 61.8%. As a reaction SMILES: [NH2:1][C:2]1[C:3]([C:10]([O:12]C)=O)=[N:4][C:5]([Cl:9])=[C:6]([NH2:8])[N:7]=1.[CH3:14][NH:15][CH2:16][CH2:17][NH2:18]>O1CCCC1>[NH2:1][C:2]1[C:3]([C:10]([NH:18][CH2:17][CH2:16][NH:15][CH3:14])=[O:12])=[N:4][C:5]([Cl:9])=[C:6]([NH2:8])[N:7]=1. Reported procedure: A mixture of 20 g (99.0 mmol) of methyl 3,5-diamino-6-chloropyrazine-2-carboxylate (see U.S. Pat. No. 4,029,816 for an example of how to obtain this material) and 17 g (230.0 mmol) of N-methylethylenediamine was heated at reflux under an inert atmosphere for 30 hours. The rection mixture was cooled to ambient temperature and the solid was dissolved in 100 ml of tetrahydrofuran. The solution was filtered and evaporated. The residue was crystallized from 2-propanol. There was obtained 15.0 g (61.2... The reactants are Cc1nc(C(=O)N2C(CN)CC3CC32)c(-c2cccc(F)c2)s1, O=C(O)c1ccc2ccccc2n1. The product is Cc1nc(C(=O)N2C(CNC(=O)c3ccc4ccccc4n3)CC3CC32)c(-c2cccc(F)c2)s1. RXN SMILES: [NH2:1][CH2:2][CH:3]1[N:4]([C:9](=[O:10])[c:11]2[n:12][c:13]([CH3:23])[s:14][c:15]2-[c:16]2[cH:17][c:18]([F:22])[cH:19][cH:20][cH:21]2)[CH:5]2[CH2:6][CH:7]2[CH2:8]1.[OH:24][C:25](=[O:26])[c:27]1[cH:28][cH:29][c:30]2[cH:31][cH:32][cH:33][cH:34][c:35]2[n:36]1>>[NH:1]([CH2:2][CH:3]1[N:4]([C:9](=[O:10])[c:11]2[n:12][c:13]([CH3:23])[s:14][c:15]2-[c:16]2[cH:17][c:18]([F:22])[cH:19][cH:20][cH:21]2)[CH:5]2[CH2:6][CH:7]2[CH2:8]1)[C:25](=[O:24])[c:27]1[cH:28][cH:29][c:30]2[cH:31][cH:32][cH:33][cH:34][c:35]2[n:36]1. Starting materials: COC(=O)C(Br)CC1CCCC1, [H-], [Na+], C1CCOC1, O, O=c1cccn[nH]1. The product is COC(=O)C(CC1CCCC1)n1ncccc1=O. RXN SMILES: [CH3:10][O:11][C:12]([CH:13]([CH2:14][CH:15]1[CH2:16][CH2:17][CH2:18][CH2:19]1)[Br:20])=[O:21].[H-:8].[Na+:9].[O:23]1[CH2:24][CH2:25][CH2:26][CH2:27]1.[OH2:22].[n:1]1[nH:2][c:3](=[O:7])[cH:4][cH:5][cH:6]1>>[n:1]1[n:2]([CH:13]([C:12]([O:11][CH3:10])=[O:21])[CH2:14][CH:15]2[CH2:16][CH2:17][CH2:18][CH2:19]2)[c:3](=[O:7])[cH:4][cH:5][cH:6]1.